The task is: describe an organic reaction: reactants, conditions, products, and yield. This data is from the Open Reaction Database (ORD), a public repository of structured organic reaction records. Reactants: COC1=CC=C(C=C1)C=1SC=C(N1)CN1C=NC=C1 (1-[2-(4-methoxy-phenyl)-thiazol-4-ylmethyl]-imidazole), N (ammonia). Solvent: Br (hydrobromic acid). Product: N1(C=NC=C1)CC=1N=C(SC1)C1=CC=C(C=C1)O (4-[4-(imidazol-1-ylmethyl)-thiazol-2-yl]-phenol). The yield is 85.5%. RXN SMILES: C[O:2][C:3]1[CH:8]=[CH:7][C:6]([C:9]2[S:10][CH:11]=[C:12]([CH2:14][N:15]3[CH:19]=[CH:18][N:17]=[CH:16]3)[N:13]=2)=[CH:5][CH:4]=1.N>Br>[N:15]1([CH2:14][C:12]2[N:13]=[C:9]([C:6]3[CH:7]=[CH:8][C:3]([OH:2])=[CH:4][CH:5]=3)[S:10][CH:11]=2)[CH:19]=[CH:18][N:17]=[CH:16]1. Procedure: A solution of 0.54 g (2.0 mmol) 1-[2-(4-methoxy-phenyl)-thiazol-4-ylmethyl]-imidazole in 15 ml 47% aqueous hydrobromic acid was stirred at 70° C. for 4 days. The reaction mixture was poured on ice, made basic with concentrated ammonia and extracted with ethyl acetate to yield 0.44 g (85%) raw 4-[4-(imidazol-1-ylmethyl)-thiazol-2-yl]-phenol as tan crystals. The reactants are CCCCCCCCCCBr, [K+], [K+], O=C([O-])[O-], CN(C)C=O, Oc1ccc(-c2c3ccc(n3)c(-c3ccc(O)cc3)c3ccc([nH]3)c(-c3ccc(O)cc3)c3ccc(n3)c(-c3ccc(O)cc3)c3ccc2[nH]3)cc1. Yields the product CCCCCCCCCCOc1ccc(-c2c3ccc(n3)c(-c3ccc(O)cc3)c3ccc([nH]3)c(-c3ccc(O)cc3)c3ccc(n3)c(-c3ccc(O)cc3)c3ccc2[nH]3)cc1. Reaction SMILES: [Br:59][CH2:60][CH2:61][CH2:62][CH2:63][CH2:64][CH2:65][CH2:66][CH2:67][CH2:68][CH3:69].[K+:53].[K+:54].[O-:55][C:56]([O-:57])=[O:58].[O:70]=[CH:71][N:72]([CH3:73])[CH3:74].[OH:1][c:2]1[cH:3][cH:4][c:5](-[c:8]2[c:9]3[cH:10][cH:11][c:12]([nH:13]3)[c:14](-[c:46]3[cH:47][cH:48][c:49]([OH:52])[cH:50][cH:51]3)[c:15]3[cH:16][cH:17][c:18]([c:19](-[c:38]4[cH:39][cH:40][c:41]([OH:44])[cH:42][cH:43]4)[c:20]4[cH:21][cH:22][c:23]([c:24](-[c:30]5[cH:31][cH:32][c:33]([OH:36])[cH:34][cH:35]5)[c:25]5[cH:26][cH:27][c:28]2[n:29]5)[nH:37]4)[n:45]3)[cH:6][cH:7]1>>[O:1]([c:2]1[cH:3][cH:4][c:5](-[c:8]2[c:9]3[cH:10][cH:11][c:12]([nH:13]3)[c:14](-[c:46]3[cH:47][cH:48][c:49]([OH:52])[cH:50][cH:51]3)[c:15]3[cH:16][cH:17][c:18]([c:19](-[c:38]4[cH:39][cH:40][c:41]([OH:44])[cH:42][cH:43]4)[c:20]4[cH:21][cH:22][c:23]([c:24](-[c:30]5[cH:31][cH:32][c:33]([OH:36])[cH:34][cH:35]5)[c:25]5[cH:26][cH:27][c:28]2[n:29]5)[nH:37]4)[n:45]3)[cH:6][cH:7]1)[CH2:60][CH2:61][CH2:62][CH2:63][CH2:64][CH2:65][CH2:66][CH2:67][CH2:68][CH3:69]. The reactants are ClCCC1=CC=C(C=C1)N1N=C(C(=C1C)C1=CC=CC=C1)C (1-[4-(2-Chloroethyl)phenyl]-3,5-dimethyl-4-phenyl-1H-pyrazole), [N-]=[N+]=[N-].[Na+] (sodium azide), O (water). The solvent is CN(C=O)C (N,N-dimethylformamide). Conditions: temperature 100 celsius, time 6 hour. Yields the product N(=[N+]=[N-])CCC1=CC=C(C=C1)N1N=C(C(=C1C)C1=CC=CC=C1)C (1-[4-(2-Azidoethyl)phenyl]-3,5-dimethyl-4-phenyl-1H-pyrazole). Isolated yield 80.6%. RXN SMILES: Cl[CH2:2][CH2:3][C:4]1[CH:9]=[CH:8][C:7]([N:10]2[C:14]([CH3:15])=[C:13]([C:16]3[CH:21]=[CH:20][CH:19]=[CH:18][CH:17]=3)[C:12]([CH3:22])=[N:11]2)=[CH:6][CH:5]=1.[N-:23]=[N+:24]=[N-:25].[Na+].O>CN(C)C=O>[N:23]([CH2:2][CH2:3][C:4]1[CH:9]=[CH:8][C:7]([N:10]2[C:14]([CH3:15])=[C:13]([C:16]3[CH:21]=[CH:20][CH:19]=[CH:18][CH:17]=3)[C:12]([CH3:22])=[N:11]2)=[CH:6][CH:5]=1)=[N+:24]=[N-:25] |f:1.2|. Reported procedure: To a stirred solution of 1-[4-(2-chloroethyl)phenyl]-3,5-dimethyl-4-phenyl-1H-pyrazole (step 1, 0.34 mmol) and KI (56 mg, 0.34 mmol) in N,N-dimethylformamide (2.7 mL) was added sodium azide (44 mg, 0.68 mmol), and then the resulting mixture was stirred for 6 h at 100° C. The reaction mixture was poured into water (100 mL), and extracted with ethyl acetate/toluene (4:1). The organic layer was washed with water (50 mL) and brine (50 mL), then dried (Na2SO4). After removal of the solvent, the crude... Starting materials: NC1=CC=2C=3C4=C(C(=CC3NC2C=C1)C1=C(C=CC=C1)Cl)C(NC4=O)=O (9-Amino-4-(2-chlorophenyl)pyrrolo[3,4-c]carbazole-1,3(2H,6H)-dione), C(C)(=O)O (acetic acid). The product is ClC1=C(C=CC=C1)C1=CC=2NC=3C=CC(=CC3C2C2=C1C(NC2=O)=O)NC(C)=O (N-[4-(2-Chlorophenyl)-1,3-dioxo-1,2,3,6-tetrahydropyrrolo[3,4-c]carbazol-9-yl]acetamide). Yield: 43.0%. RXN SMILES: [NH2:1][C:2]1[CH:14]=[CH:13][C:12]2[NH:11][C:10]3[CH:9]=[C:8]([C:15]4[CH:20]=[CH:19][CH:18]=[CH:17][C:16]=4[Cl:21])[C:7]4[C:22](=[O:26])[NH:23][C:24](=[O:25])[C:6]=4[C:5]=3[C:4]=2[CH:3]=1.[C:27](O)(=[O:29])[CH3:28]>>[Cl:21][C:16]1[CH:17]=[CH:18][CH:19]=[CH:20][C:15]=1[C:8]1[C:7]2[C:22](=[O:26])[NH:23][C:24](=[O:25])[C:6]=2[C:5]2[C:4]3[CH:3]=[C:2]([NH:1][C:27](=[O:29])[CH3:28])[CH:14]=[CH:13][C:12]=3[NH:11][C:10]=2[CH:9]=1. Procedure details: Amine (919) prepared as described in example 467 and acetic acid were reacted using the procedure described in example 468 with a reaction time of 4 h to give the acetamide (926) (43%) as a yellow powder, mp 240–245° C. 1H NMR δ [(CD3)2SO] 12.04 (br s, 1H), 11.07 (br s, 1H), 10.10 (s, 1H), 8.95 (d, J=2.1 Hz, 1H), 7.90 (dd, J=8.8, 2.1 Hz, 1H), 7.58 (m, 2H), 7.42–7.51 (m, 4H), 2.10 (s, 3H). FABMS found: [M+H]+=404.0787, 406.0776. C22H15ClN3O3 requires 404.0802, 406.0772. The reactants are CC(=O)Nc1ccc2c(c1)NC(=O)CC2(C)C, CCO, Cl, N. Product: CC1(C)CC(=O)Nc2cc(N)ccc21. As a reaction SMILES: [C:1](=[O:2])([CH3:3])[NH:4][c:5]1[cH:6][cH:7][c:8]2[c:13]([cH:14]1)[NH:12][C:11](=[O:15])[CH2:10][C:9]2([CH3:16])[CH3:17].[CH3:20][CH2:21][OH:22].[ClH:18].[NH3:19]>>[NH2:4][c:5]1[cH:6][cH:7][c:8]2[c:13]([cH:14]1)[NH:12][C:11](=[O:15])[CH2:10][C:9]2([CH3:16])[CH3:17]. Product: Fc1ccc(-n2ncnc2-c2cc3c(s2)-c2nc(NCCc4ccccc4)ccc2OCC3)c(F)c1. Starting materials: NCCc1ccccc1, CCCCN1CCN2CCN(CCCC)P1N(CCCC)CC2, CC(C)(C)[O-], Fc1ccc(-n2ncnc2-c2cc3c(s2)-c2nc(Cl)ccc2OCC3)c(F)c1, CC(=O)[O-], CC(=O)[O-], C1COCCO1, [Pd+2]. Reaction SMILES: [CH2:29]([CH2:30][c:31]1[cH:32][cH:33][cH:34][cH:35][cH:36]1)[NH2:37].[CH2:38]([N:39]1[CH2:40][CH2:41][N:42]2[CH2:43][CH2:44][N:45]([CH2:46][CH2:47][CH2:48][CH3:49])[P:50]1[N:51]([CH2:52][CH2:53][CH2:54][CH3:55])[CH2:56][CH2:57]2)[CH2:58][CH2:59][CH3:60].[CH3:61][C:62]([CH3:63])([O-:64])[CH3:65].[Cl:1][c:2]1[cH:3][cH:4][c:5]2[c:6]([n:28]1)-[c:7]1[s:8][c:9](-[c:15]3[n:16](-[c:20]4[c:21]([F:27])[cH:22][c:23]([F:26])[cH:24][cH:25]4)[n:17][cH:18][n:19]3)[cH:10][c:11]1[CH2:12][CH2:13][O:14]2.[O-:73][C:74]([CH3:75])=[O:76].[O-:77][C:78]([CH3:79])=[O:80].[O:66]1[CH2:67][CH2:68][O:69][CH2:70][CH2:71]1.[Pd+2:72]>>[c:2]1([NH:37][CH2:29][CH2:30][c:31]2[cH:32][cH:33][cH:34][cH:35][cH:36]2)[cH:3][cH:4][c:5]2[c:6]([n:28]1)-[c:7]1[s:8][c:9](-[c:15]3[n:16](-[c:20]4[c:21]([F:27])[cH:22][c:23]([F:26])[cH:24][cH:25]4)[n:17][cH:18][n:19]3)[cH:10][c:11]1[CH2:12][CH2:13][O:14]2. Reactants: ClC1=C(C=CC=C1)C=1C=C(C(NC1)=O)C#N (5-(2-chlorophenyl)-1,2-dihydro-2-oxo-3-pyridinecarbonitrile), Cl (hydrochloric acid), C(C)(=O)O (acetic acid). Yields the product ClC1=C(C=CC=C1)C=1C=C(C(NC1)=O)C(=O)O (5-(2-Chlorophenyl)-1,2-dihydro-2-oxo-3-pyridinecarboxylic acid). RXN SMILES: [Cl:1][C:2]1[CH:7]=[CH:6][CH:5]=[CH:4][C:3]=1[C:8]1[CH:9]=C(C#N)[C:11](=[O:14])[NH:12][CH:13]=1.Cl.[C:18]([OH:21])(=[O:20])[CH3:19]>>[Cl:1][C:2]1[CH:7]=[CH:6][CH:5]=[CH:4][C:3]=1[C:8]1[CH:9]=[C:19]([C:18]([OH:21])=[O:20])[C:11](=[O:14])[NH:12][CH:13]=1. Procedure details: A mixture of 19.0 g. of 5-(2-chlorophenyl)-1,2-dihydro-2-oxo-3-pyridinecarbonitrile and 1:1 concentrated hydrochloric acid and glacial acetic acid is heated at reflux temperature for 16 hours. A yellow solid is separated which is collected by filtration and is washed with water to give 18.4 g. of the product of the Example as yellow needles, m.p. 299°-303° C. Reactants: O (water), ClCC1(CC(=CC(=C1)C)C)C (2-Chloromethyl-2,4,6-trimethylbenzene), FC=1C=C(C=CC1O)CCC(=O)OCC (ethyl 3-fluoro-4-hydroxybenzenepropanoate), C([O-])([O-])=O.[K+].[K+] (potassium carbonate). Run in CN(C)C=O (DMF). Yields the product FC=1C=C(C=CC1OCC1=C(C=C(C=C1C)C)C)CCC(=O)OCC (Ethyl 3-fluoro-4-[(2,4,6-trimethylphenyl)methoxy]benzenepropanoate). Yield: 51.4%. Reaction SMILES: ClC[C:3]1([CH3:11])[CH:8]=[C:7]([CH3:9])[CH:6]=[C:5]([CH3:10])[CH2:4]1.[F:12][C:13]1[CH:14]=[C:15]([CH2:20][CH2:21][C:22]([O:24][CH2:25][CH3:26])=[O:23])[CH:16]=[CH:17][C:18]=1[OH:19].[C:27](=O)([O-])[O-].[K+].[K+].O>CN(C=O)C>[F:12][C:13]1[CH:14]=[C:15]([CH2:20][CH2:21][C:22]([O:24][CH2:25][CH3:26])=[O:23])[CH:16]=[CH:17][C:18]=1[O:19][CH2:27][C:4]1[C:3]([CH3:11])=[CH:8][C:7]([CH3:9])=[CH:6][C:5]=1[CH3:10] |f:2.3.4|. Procedure details: 2-Chloromethyl-2,4,6-trimethylbenzene (397 mg, 2.4 mmol), ethyl 3-fluoro-4-hydroxybenzenepropanoate (500 mg, 2.4 mmol) and potassium carbonate (358 mg, 2.6 mmol) were stirred in DMF (8 mL) at 50° C. for 3 hours. The reaction solution was poured into water (30 mL) and the mixture was extracted with ethyl acetate. The ethyl acetate layer was washed with water and saturated brine, and dried over magnesium sulfate. Then, the solvent was distilled off under reduced pressure, and the residue was purif... Starting materials: [C@H]1(CC[C@H](CC1)N)N (trans-cyclohexane-1,4-diamine), ClC=1C(=CC(=NC1)F)C1=CN=C(C(=N1)NCC1CCOCC1)N (6-(5-chloro-2-fluoropyridin-4-yl)-N2-((tetrahydro-2H-pyran-4-yl)methyl)pyrazine-2,3-diamine). Solvent: CS(=O)C (DMSO). Conditions: temperature 100 celsius. The product is N[C@@H]1CC[C@H](CC1)NC1=NC=C(C(=C1)C1=CN=C(C(=N1)NCC1CCOCC1)N)Cl (6-(2-(trans-4-aminocyclohexylamino)-5-chloropyridin-4-yl)-N2-((tetrahydro-2H-pyran-4-yl)methyl)pyrazine-2,3-diamine). Isolated yield 49.9%. Reaction SMILES: [Cl:1][C:2]1[C:3]([C:9]2[N:14]=[C:13]([NH:15][CH2:16][CH:17]3[CH2:22][CH2:21][O:20][CH2:19][CH2:18]3)[C:12]([NH2:23])=[N:11][CH:10]=2)=[CH:4][C:5](F)=[N:6][CH:7]=1.[C@H:24]1([NH2:31])[CH2:29][CH2:28][C@H:27]([NH2:30])[CH2:26][CH2:25]1>CS(C)=O>[NH2:30][C@H:27]1[CH2:28][CH2:29][C@H:24]([NH:31][C:5]2[CH:4]=[C:3]([C:9]3[N:14]=[C:13]([NH:15][CH2:16][CH:17]4[CH2:22][CH2:21][O:20][CH2:19][CH2:18]4)[C:12]([NH2:23])=[N:11][CH:10]=3)[C:2]([Cl:1])=[CH:7][N:6]=2)[CH2:25][CH2:26]1. Reported procedure: To a scintillation vial containing 6-(5-chloro-2-fluoropyridin-4-yl)-N2-((tetrahydro-2H-pyran-4-yl)methyl)pyrazine-2,3-diamine (17 mg, 0.050 mmol) was added DMSO (1.3 ml) and trans-cyclohexane-1,4-diamine R2 (57.5 mg, 0.503 mmol). The homogenous reaction mixture was capped and heated to 100° C. in a oil bath for 16 hr. The reaction mixture was purified by reverse phase preparative HPLC to yield 6-(2-(trans-4-aminocyclohexylamino)-5-chloropyridin-4-yl)-N2-((tetrahydro-2H-pyran-4-yl)methyl)pyrazin... Reaction SMILES: FC1C=[C:4](C=C(F)C=1)[CH2:5][N:6]1C=CN=C1S.[Cl:16][C:17]1[CH:22]=[CH:21][C:20]([N:23]2[CH:27]=[CH:26][N:25]=[C:24]2[SH:28])=[CH:19][CH:18]=1>>[NH2:6][CH2:5][CH2:4][S:28][C:24]1[N:23]([C:20]2[CH:19]=[CH:18][C:17]([Cl:16])=[CH:22][CH:21]=2)[CH:27]=[CH:26][N:25]=1. Product: NCCSC=1N(C=CN1)C1=CC=C(C=C1)Cl (2-(2-aminoethylthio)-1-(4-chlorophenyl)imidazole). Reported procedure: The procedure of Example 1 wherein 1-(3,5-difluorobenzyl)-2-mercaptoimidazole is replaced by 1-(4-chlorophenyl)-2-mercaptoimidazole yields 2-(2-aminoethylthio)-1-(4-chlorophenyl)imidazole. Reactants: FC=1C=C(CN2C(=NC=C2)S)C=C(C1)F (1-(3,5-difluorobenzyl)-2-mercaptoimidazole), ClC1=CC=C(C=C1)N1C(=NC=C1)S (1-(4-chlorophenyl)-2-mercaptoimidazole).